This data is from the Open Reaction Database (ORD), a public repository of structured organic reaction records. The task is: describe an organic reaction: reactants, conditions, products, and yield Yields the product CC(C)(C)OC(=O)N1CCC(CC#N)(n2cc(Br)cn2)CC1. Reactants: Brc1cn[nH]c1, CC(C)(C)OC(=O)N1CCC(=CC#N)CC1, CC#N, C1CCC2=NCCCN2CC1. RXN SMILES: [Br:1][c:2]1[cH:3][n:4][nH:5][cH:6]1.[C:18](#[N:19])[CH:20]=[C:21]1[CH2:22][CH2:23][N:24]([C:27](=[O:28])[O:29][C:30]([CH3:31])([CH3:32])[CH3:33])[CH2:25][CH2:26]1.[CH3:34][C:35]#[N:36].[N:7]12[CH2:8][CH2:9][CH2:10][N:11]=[C:12]1[CH2:13][CH2:14][CH2:15][CH2:16][CH2:17]2>>[Br:1][c:2]1[cH:3][n:4][n:5]([C:21]2([CH2:20][C:18]#[N:19])[CH2:22][CH2:23][N:24]([C:27](=[O:28])[O:29][C:30]([CH3:31])([CH3:32])[CH3:33])[CH2:25][CH2:26]2)[cH:6]1. Reactants: C1(=CC=CC=C1)B(O)O (phenylboronic acid), [O-]P(=O)([O-])[O-].[K+].[K+].[K+] (K3PO4), BrC1=NC=C(C=C1)[N+](=O)[O-] (2-bromo-5-nitropyridine). The reagents and catalysts are C=1C=CC(=CC1)[P](C=2C=CC=CC2)(C=3C=CC=CC3)[Pd]([P](C=4C=CC=CC4)(C=5C=CC=CC5)C=6C=CC=CC6)([P](C=7C=CC=CC7)(C=8C=CC=CC8)C=9C=CC=CC9)[P](C=1C=CC=CC1)(C=1C=CC=CC1)C=1C=CC=CC1 (Pd(PPh3)4). The solvent is O1CCOCC1 (dioxane), O (water). The product is [N+](=O)([O-])C=1C=CC(=NC1)C1=CC=CC=C1 (5-nitro-2-phenylpyridine). Yield: 85.2%. As a reaction SMILES: Br[C:2]1[CH:7]=[CH:6][C:5]([N+:8]([O-:10])=[O:9])=[CH:4][N:3]=1.[C:11]1(B(O)O)[CH:16]=[CH:15][CH:14]=[CH:13][CH:12]=1.[O-]P([O-])([O-])=O.[K+].[K+].[K+]>O1CCOCC1.O.C1C=CC([P]([Pd]([P](C2C=CC=CC=2)(C2C=CC=CC=2)C2C=CC=CC=2)([P](C2C=CC=CC=2)(C2C=CC=CC=2)C2C=CC=CC=2)[P](C2C=CC=CC=2)(C2C=CC=CC=2)C2C=CC=CC=2)(C2C=CC=CC=2)C2C=CC=CC=2)=CC=1>[N+:8]([C:5]1[CH:6]=[CH:7][C:2]([C:11]2[CH:16]=[CH:15][CH:14]=[CH:13][CH:12]=2)=[N:3][CH:4]=1)([O-:10])=[O:9] |f:2.3.4.5,^1:38,40,59,78|. Procedure details: To a solution of 2-bromo-5-nitropyridine (LXXI) (302 mg, 1.49 mmol) in a mixture of dioxane (14 mL) and water (3 mL) was added phenylboronic acid (LXXII) (199 mg, 1.64 mmol), Pd(PPh3)4 (86 mg, 0.74 mmol) and K3PO4 (473 mg, 2.23 mmol). The reaction was microwaved at 95° C. for 1 h. The reaction was cooled and the organic phase was separated, dried over MgSO4 and evaporated under vacuum. The residue was purified by silica gel column chromatography (100% hexane→5:95 EtOAc:hexane) to give 5-nitro-2-... Starting materials: CO, CC(C)(C)OC(=O)NC1(C(=O)NC(CCCO)c2ccc(Cl)cc2)CCN(c2ncnc3[nH]ccc23)CC1, O=C(O)C(F)(F)F. Reaction SMILES: [CH3:46][OH:47].[Cl:8][c:9]1[cH:10][cH:11][c:12]([CH:15]([CH2:16][CH2:17][CH2:18][OH:19])[NH:20][C:21](=[O:22])[C:23]2([NH:38][C:39](=[O:40])[O:41][C:42]([CH3:43])([CH3:44])[CH3:45])[CH2:24][CH2:25][N:26]([c:29]3[c:30]4[c:31]([n:32][cH:33][n:34]3)[nH:35][cH:36][cH:37]4)[CH2:27][CH2:28]2)[cH:13][cH:14]1.[OH:1][C:2]([C:3]([F:4])([F:5])[F:6])=[O:7]>>[Cl:8][c:9]1[cH:10][cH:11][c:12]([CH:15]([CH2:16][CH2:17][CH2:18][OH:19])[NH:20][C:21](=[O:22])[C:23]2([NH2:38])[CH2:24][CH2:25][N:26]([c:29]3[c:30]4[c:31]([n:32][cH:33][n:34]3)[nH:35][cH:36][cH:37]4)[CH2:27][CH2:28]2)[cH:13][cH:14]1. Yields the product NC1(C(=O)NC(CCCO)c2ccc(Cl)cc2)CCN(c2ncnc3[nH]ccc23)CC1. Starting materials: Cc1cc(N)cc2c1CCN(C)C2, Cc1cccc(Cl)c1-n1c(=O)[nH]c2nc(Cl)ncc2c1=N, N=c1c2cnc(Cl)nc2[nH]c(=O)n1-c1c(Cl)cccc1Cl. The product is Cc1cc(Nc2ncc3c(=N)n(-c4c(C)cccc4Cl)c(=O)[nH]c3n2)cc2c1CCN(C)C2. Reaction SMILES: [CH3:1][N:2]1[CH2:3][c:4]2[cH:5][c:6]([NH2:13])[cH:7][c:8]([CH3:12])[c:9]2[CH2:10][CH2:11]1.[Cl:14][c:15]1[n:16][cH:17][c:18]2[c:19]([n:20]1)[nH:21][c:22](=[O:34])[n:23](-[c:26]1[c:27]([Cl:33])[cH:28][cH:29][cH:30][c:31]1[CH3:32])[c:24]2=[NH:25].[Cl:35][c:36]1[n:37][c:38]2[nH:39][c:40](=[O:41])[n:42](-[c:43]3[c:44]([Cl:45])[cH:46][cH:47][cH:48][c:49]3[Cl:50])[c:51](=[NH:52])[c:53]2[cH:54][n:55]1>>[CH3:1][N:2]1[CH2:3][c:4]2[cH:5][c:6]([NH:13][c:15]3[n:16][cH:17][c:18]4[c:19]([n:20]3)[nH:21][c:22](=[O:34])[n:23](-[c:26]3[c:27]([Cl:33])[cH:28][cH:29][cH:30][c:31]3[CH3:32])[c:24]4=[NH:25])[cH:7][c:8]([CH3:12])[c:9]2[CH2:10][CH2:11]1. Product: ClC1=C(CS(=O)(=O)C=2C(OC3=CC=CC=C3C2)=O)C=CC(=C1)Cl (3-(2,4-Dichlorobenzylsulfonyl)-2H-chromen-2-one). Run in C(C)(=O)O (acetic acid). Isolated yield 86.0%. RXN SMILES: [CH:1](=O)[C:2]1[C:3](=[CH:5][CH:6]=[CH:7][CH:8]=1)[OH:4].[Cl:10][C:11]1[CH:24]=[C:23]([Cl:25])[CH:22]=[CH:21][C:12]=1[CH2:13][S:14]([CH2:17][C:18](O)=[O:19])(=[O:16])=[O:15]>C(O)(=O)C>[Cl:10][C:11]1[CH:24]=[C:23]([Cl:25])[CH:22]=[CH:21][C:12]=1[CH2:13][S:14]([C:17]1[C:18](=[O:19])[O:4][C:3]2[C:2]([CH:1]=1)=[CH:8][CH:7]=[CH:6][CH:5]=2)(=[O:15])=[O:16]. The reactants are C(C=1C(O)=CC=CC1)=O (salicylaldehyde), ClC1=C(CS(=O)(=O)CC(=O)O)C=CC(=C1)Cl (2-(2,4-dichlorobenzylsulfonyl)acetic acid). Procedure: A solution of salicylaldehyde (1 mmol) and 2-(2,4-dichlorobenzylsulfonyl)acetic acid (1 mmol) in acetic acid (10 mL) was subjected to the General Procedure 2, Method A to generate an 86% yield of the title compound; m.p. 228-229° C. Starting materials: CCN(CC)CCCCN, COc1cc(OC)cc(N2Cc3cnc(S(C)=O)nc3NC2=O)c1, CC1(C)C2CCC1(CS(=O)(=O)O)C(=O)C2, C1COCCO1. The product is CCN(CC)CCCCNc1ncc2c(n1)NC(=O)N(c1cc(OC)cc(OC)c1)C2. RXN SMILES: [CH2:25]([CH3:26])[N:27]([CH2:28][CH3:29])[CH2:30][CH2:31][CH2:32][CH2:33][NH2:34].[CH3:1][O:2][c:3]1[cH:4][c:5]([N:11]2[C:12](=[O:24])[NH:13][c:14]3[n:15][c:16]([S:21]([CH3:22])=[O:23])[n:17][cH:18][c:19]3[CH2:20]2)[cH:6][c:7]([O:9][CH3:10])[cH:8]1.[O:35]=[S:36](=[O:37])([OH:38])[CH2:39][C:40]12[CH2:41][CH2:42][CH:43]([C:44]1([CH3:45])[CH3:46])[CH2:47][C:48]2=[O:49].[O:50]1[CH2:51][CH2:52][O:53][CH2:54][CH2:55]1>>[CH3:1][O:2][c:3]1[cH:4][c:5]([N:11]2[C:12](=[O:24])[NH:13][c:14]3[n:15][c:16]([NH:34][CH2:33][CH2:32][CH2:31][CH2:30][N:27]([CH2:25][CH3:26])[CH2:28][CH3:29])[n:17][cH:18][c:19]3[CH2:20]2)[cH:6][c:7]([O:9][CH3:10])[cH:8]1.